Dataset: the Open Reaction Database (ORD), a public repository of structured organic reaction records. Task: describe an organic reaction: reactants, conditions, products, and yield Starting materials: ClC=1C=C(C=CC1I)[N+](=O)[O-] (3-chloro-4-iodo-nitro-benzene), C(C)(=O)[O-].[Na+] (sodium acetate), C1(=CC=CC=C1)P(C1=CC=CC=C1)C1=CC=CC=C1 (triphenylphosphine), FC(C=C)(F)F (3,3,3-trifluoro-propene). The reagents and catalysts are CC(=O)[O-].CC(=O)[O-].[Pd+2] (Pd(OAc)2). Run in CN(C=O)C (dimethylformamide), O (water). The product is ClC=1C=C(C=CC1C=CC(F)(F)F)[N+](=O)[O-] (3-chloro-4-(3,3,3 trifluoro-1-propenyl)nitro-benzene). RXN SMILES: [Cl:1][C:2]1[CH:3]=[C:4]([N+:9]([O-:11])=[O:10])[CH:5]=[CH:6][C:7]=1I.C([O-])(=O)C.[Na+].C1(P(C2C=CC=CC=2)C2C=CC=CC=2)C=CC=CC=1.[F:36][C:37]([F:41])([F:40])[CH:38]=[CH2:39]>CN(C)C=O.O.CC([O-])=O.CC([O-])=O.[Pd+2]>[Cl:1][C:2]1[CH:3]=[C:4]([N+:9]([O-:11])=[O:10])[CH:5]=[CH:6][C:7]=1[CH:39]=[CH:38][C:37]([F:41])([F:40])[F:36] |f:1.2,7.8.9|. Procedure details: 2.85 g of 3-chloro-4-iodo-nitro-benzene, 0.95 g of sodium acetate, 0.0048 g of Pd(OAc)2, 0.048 g of triphenylphosphine and 2 g of 3,3,3-trifluoro-propene were reacted in 25 ml of dimethylformamide at 130° C. for 24 h, under stirring. The reaction mixture was cooled, breathered to atmospheric pressure, poured in water and extracted with ethyl ether (5×80 ml). The organic extract was anhydrified on Na2SO4 and purified by chromatography on silica gel column (hexane 95%--ethyl-acetate 5%). As a reaction SMILES: [Br-:35].[C:1]([CH3:2])(=[O:3])[c:4]1[cH:5][cH:6][c:7]([S:10](=[O:11])(=[O:12])[NH:13][c:14]2[c:15](-[n:21]3[n:22][n:23][c:24]4[n:25][cH:26][cH:27][cH:28][c:29]34)[cH:16][c:17]([Cl:20])[cH:18][cH:19]2)[cH:8][cH:9]1.[CH2:30]1[O:31][CH2:32][CH2:33][CH2:34]1.[CH3:36][Mg+:37].[CH3:38][CH2:39][O:40][CH2:41][CH3:42].[CH3:43][C:44]#[N:45].[OH2:46]>>[C:1]([CH3:2])([OH:3])([c:4]1[cH:5][cH:6][c:7]([S:10](=[O:11])(=[O:12])[NH:13][c:14]2[c:15](-[n:21]3[n:22][n:23][c:24]4[n:25][cH:26][cH:27][cH:28][c:29]34)[cH:16][c:17]([Cl:20])[cH:18][cH:19]2)[cH:8][cH:9]1)[CH3:30]. The reactants are [Br-], CC(=O)c1ccc(S(=O)(=O)Nc2ccc(Cl)cc2-n2nnc3ncccc32)cc1, C1CCOC1, C[Mg+], CCOCC, CC#N, O. Product: CC(C)(O)c1ccc(S(=O)(=O)Nc2ccc(Cl)cc2-n2nnc3ncccc32)cc1. Starting materials: O=C([O-])[O-], [Li]CCCC, C1CCOC1, OCCOCC=C(c1ccc(Cl)cc1)c1ccc(Cl)cc1, [K+], [K+], CCOC(=O)C1CCCNC1, Cc1ccc(S(=O)(=O)Cl)cc1. Yields the product CCOC(=O)C1CCCN(CCOCC=C(c2ccc(Cl)cc2)c2ccc(Cl)cc2)C1. Reaction SMILES: [C:49](=[O:50])([O-:51])[O-:52].[CH2:22]([Li:23])[CH2:24][CH2:25][CH3:26].[CH2:55]1[O:56][CH2:57][CH2:58][CH2:59]1.[Cl:1][c:2]1[cH:3][cH:4][c:5]([C:8](=[CH:9][CH2:10][O:11][CH2:12][CH2:13][OH:14])[c:15]2[cH:16][cH:17][c:18]([Cl:21])[cH:19][cH:20]2)[cH:6][cH:7]1.[K+:53].[K+:54].[NH:38]1[CH2:39][CH:40]([C:44](=[O:45])[O:46][CH2:47][CH3:48])[CH2:41][CH2:42][CH2:43]1.[c:27]1([CH3:28])[cH:29][cH:30][c:31]([S:32]([Cl:33])(=[O:34])=[O:35])[cH:36][cH:37]1>>[Cl:1][c:2]1[cH:3][cH:4][c:5]([C:8](=[CH:9][CH2:10][O:11][CH2:12][CH2:13][N:38]2[CH2:39][CH:40]([C:44](=[O:45])[O:46][CH2:47][CH3:48])[CH2:41][CH2:42][CH2:43]2)[c:15]2[cH:16][cH:17][c:18]([Cl:21])[cH:19][cH:20]2)[cH:6][cH:7]1. The reactants are anhydride acetic, C(=O)O (formic acid), N=1N(N=C2C1C=CC=C2)CCC#CC2=CC=CC(=N2)N (6-(4-benzotriazol-2-yl-but-1-ynyl)-pyridin-2-ylamine). Conditions: time 1 day. Product: N=1N(N=C2C1C=CC=C2)CCC#CC2=CC=CC(=N2)NC=O (N-(6-(4-(2H-benzo[d][1,2,3]triazol-2-yl)but-1-ynyl)pyridin-2-yl)formamide). Isolated yield 32.0%. As a reaction SMILES: [N:1]1[N:2]([CH2:10][CH2:11][C:12]#[C:13][C:14]2[N:19]=[C:18]([NH2:20])[CH:17]=[CH:16][CH:15]=2)[N:3]=[C:4]2[CH:9]=[CH:8][CH:7]=[CH:6][C:5]=12.[CH:21](O)=[O:22]>>[N:1]1[N:2]([CH2:10][CH2:11][C:12]#[C:13][C:14]2[N:19]=[C:18]([NH:20][CH:21]=[O:22])[CH:17]=[CH:16][CH:15]=2)[N:3]=[C:4]2[CH:9]=[CH:8][CH:7]=[CH:6][C:5]=12. Reported procedure: A solution of anhydride acetic (0.75 mL) and formic acid (0.32 mL) was heated at 60° C. for 3 hours. The reaction mixture was cooled to room temperature, 6-(4-benzotriazol-2-yl-but-1-ynyl)-pyridin-2-ylamine (70 mg, 0.27 mmol, 169(A)) was added over 15 min. and the reaction mixture was stirred at room temperature for 1 day. After evaporation of the solvent, the crude residue was triturated with diisopropyl ether, filtered and dried to yield 25 mg (86 μmol, 32%) of N-(6-(4-(2H-benzo[d][1,2,3]triaz... Reactants: NC[C@H]1CN(C[C@H]1O)CCN1C(C=CC2=NC=C(C=C12)F)=O (1-{2-[(3S,4S)-3-(Aminomethyl)-4-hydroxy-1-pyrrolidinyl]ethyl}-7-fluoro-1,5-naphthyridin-2(1H)-one), C(C)(=O)O[BH-](OC(C)=O)OC(C)=O.[Na+] (sodium triacetoxyborohydride), ClC1=CC=2OCC(NC2N=C1C=O)=O (7-chloro-3-oxo-3,4-dihydro-2H-pyrido[3,2-b][1,4]oxazine-6-carboxaldehyde), C([O-])([O-])=O.[Na+].[Na+] (sodium carbonate). The solvent is C(Cl)Cl (DCM), CO (MeOH). Reaction conditions: time 18 hour. Yields the product Cl.ClC1=CC=2OCC(NC2N=C1CNC[C@H]1CN(C[C@H]1O)CCN1C(C=CC2=NC=C(C=C12)F)=O)=O (7-chloro-6-{[({(3S,4S)-1-[2-(7-fluoro-2-oxo-1,5-naphthyridin-1(2H)-yl)ethyl]-4-hydroxy-3-pyrrolidinyl}methyl)amino]methyl}-2H-pyrido[3,2-b][1,4]oxazin-3(4H)-one Hydrochloride). Yield: 43.0%. Reaction SMILES: [NH2:1][CH2:2][C@@H:3]1[C@H:7]([OH:8])[CH2:6][N:5]([CH2:9][CH2:10][N:11]2[C:20]3[C:15](=[N:16][CH:17]=[C:18]([F:21])[CH:19]=3)[CH:14]=[CH:13][C:12]2=[O:22])[CH2:4]1.[Cl:23][C:24]1[C:33]([CH:34]=O)=[N:32][C:31]2[NH:30][C:29](=[O:36])[CH2:28][O:27][C:26]=2[CH:25]=1.C(=O)([O-])[O-].[Na+].[Na+].C(O[BH-](OC(=O)C)OC(=O)C)(=O)C.[Na+]>C(Cl)Cl.CO>[ClH:23].[Cl:23][C:24]1[C:33]([CH2:34][NH:1][CH2:2][C@@H:3]2[C@H:7]([OH:8])[CH2:6][N:5]([CH2:9][CH2:10][N:11]3[C:20]4[C:15](=[N:16][CH:17]=[C:18]([F:21])[CH:19]=4)[CH:14]=[CH:13][C:12]3=[O:22])[CH2:4]2)=[N:32][C:31]2[NH:30][C:29](=[O:36])[CH2:28][O:27][C:26]=2[CH:25]=1 |f:2.3.4,5.6,9.10|. Procedure details: 1-{2-[(3S,4S)-3-(Aminomethyl)-4-hydroxy-1-pyrrolidinyl]ethyl}-7-fluoro-1,5-naphthyridin-2(1H)-one (118 mg, 0.386 mmol) and 7-chloro-3-oxo-3,4-dihydro-2H-pyrido[3,2-b][1,4]oxazine-6-carboxaldehyde (for a synthesis see WO2003064421, Example 15(c)) (90 mg, 0.425 mmol) were combined in anhydrous DCM (5 ml) and anhydrous MeOH (1 ml) with a spatula of solid sodium carbonate. The reaction mixture was stirred under nitrogen for 18 h then sodium triacetoxyborohydride (257 mg, 1.16 mmol) was added and sti... Starting materials: Cl (HCl), CC(\C(\C(=O)OCC)=N/OCC1=CC=C(C=C1)OCC=1N=C(OC1C)C1=CC=CC=C1)C (Ethyl E-3-methyl-2-[4-(5-methyl-2-phenyl-4-oxazolylmethoxy)benzyloxyimino]butyrate). Run in O1CCCC1 (tetrahydrofuran), CO (methanol), aqueous solution, [OH-].[Na+] (sodium hydroxide). Reaction conditions: time 2 hour. Product: CC(\C(\C(=O)O)=N/OCC1=CC=C(C=C1)OCC=1N=C(OC1C)C1=CC=CC=C1)C (E-3-methyl-2-[4-(5-methyl-2-phenyl-4-oxazolylmethoxy)benzyloxyimino]butyric acid). Yield: 85.8%. RXN SMILES: [CH3:1][CH:2]([CH3:32])/[C:3](=[N:9]\[O:10][CH2:11][C:12]1[CH:17]=[CH:16][C:15]([O:18][CH2:19][C:20]2[N:21]=[C:22]([C:26]3[CH:31]=[CH:30][CH:29]=[CH:28][CH:27]=3)[O:23][C:24]=2[CH3:25])=[CH:14][CH:13]=1)/[C:4]([O:6]CC)=[O:5].Cl>O1CCCC1.CO.[OH-].[Na+]>[CH3:1][CH:2]([CH3:32])/[C:3](=[N:9]\[O:10][CH2:11][C:12]1[CH:13]=[CH:14][C:15]([O:18][CH2:19][C:20]2[N:21]=[C:22]([C:26]3[CH:27]=[CH:28][CH:29]=[CH:30][CH:31]=3)[O:23][C:24]=2[CH3:25])=[CH:16][CH:17]=1)/[C:4]([OH:6])=[O:5] |f:4.5|. Procedure details: Ethyl E-3-methyl-2-[4-(5-methyl-2-phenyl-4-oxazolylmethoxy)benzyloxyimino]butyrate (1.27 g) was dissolved in tetrahydrofuran (10 ml)-methanol (5 ml), and 1N aqueous solution of sodium hydroxide (5 ml) was added and the mixture was stirred for 2 hours at room temperature. 1N HCl (5.5 ml) was added to the reaction mixture, and the mixture was extracted with ethyl acetate. The ethyl acetate layer was washed with saturated aqueous sodium chloride, dried (MgSO4) and then concentrated. The residual cr...